describe an organic reaction: reactants, conditions, products, and yield From a dataset of the Open Reaction Database (ORD), a public repository of structured organic reaction records. The reactants are N1=CC=CC=C1 (pyridine), C(C1=CC=CC=C1)Cl (benzyl chloride), Cl[SiH](Cl)Cl (trichlorosilane). Product: C(C1=CC=CC=C1)[Si](Cl)(Cl)Cl (benzyltrichlorosilane). The yield is 10.6%. As a reaction SMILES: N1C=CC=CC=1.[CH2:7](Cl)[C:8]1[CH:13]=[CH:12][CH:11]=[CH:10][CH:9]=1.[Cl:15][SiH:16]([Cl:18])[Cl:17]>>[CH2:7]([Si:16]([Cl:18])([Cl:17])[Cl:15])[C:8]1[CH:13]=[CH:12][CH:11]=[CH:10][CH:9]=1. Reported procedure: In the same apparatus and procedure as Example 1 above, 0.08 g (1.0 mmol) of pyridine, 0.63 g (5.0 mmol) of benzyl chloride, and 3.41 g (25.2 mmol) of trichlorosilane were reacted at 200° C. for 6 hrs. The resulting mixture was distilled to give 0.12 g of benzyltrichlorosilane (yield; 11%). Reactants: C1(=CC=CC=C1)C(CC#N)(C=O)C1=CC=CC=C1 (3,3-Diphenyl-3-formylpropionitrile), C(=O)(OCC)C=P(C1=CC=CC=C1)(C1=CC=CC=C1)C1=CC=CC=C1 ((carbethoxymethylene)triphenylphosphorane). Solvent: C(Cl)(Cl)Cl (chloroform). Product: C(#N)CC(C=CC(=O)OCC)(C1=CC=CC=C1)C1=CC=CC=C1 (Ethyl 5-cyano-4,4-diphenyl-2-pentenoate). Yield: 63.5%. RXN SMILES: [C:1]1([C:7]([C:13]2[CH:18]=[CH:17][CH:16]=[CH:15][CH:14]=2)([CH:11]=O)[CH2:8][C:9]#[N:10])[CH:6]=[CH:5][CH:4]=[CH:3][CH:2]=1.[C:19]([CH:24]=P(C1C=CC=CC=1)(C1C=CC=CC=1)C1C=CC=CC=1)([O:21][CH2:22][CH3:23])=[O:20]>C(Cl)(Cl)Cl>[C:9]([CH2:8][C:7]([C:13]1[CH:18]=[CH:17][CH:16]=[CH:15][CH:14]=1)([C:1]1[CH:6]=[CH:5][CH:4]=[CH:3][CH:2]=1)[CH:11]=[CH:24][C:19]([O:21][CH2:22][CH3:23])=[O:20])#[N:10]. Procedure: 3,3-Diphenyl-3-formylpropionitrile (0.85 g) and (carbethoxymethylene)triphenylphosphorane (1.46 g) were heated in chloroform (20 ml) on reflux for 7 hours. The reaction mixture was then concentrated to dryness and the group was purified by silica gel column chromatography to provide the title compound (0.7 g) as colorless oil.